This data is from the Open Reaction Database (ORD), a public repository of structured organic reaction records. The task is: describe an organic reaction: reactants, conditions, products, and yield The reactants are FC(C=1C=C(C=CC1)N1CCN(CC1)C(C)O)(F)F (4-(3-trifluoromethylphenyl)-piperazin-1-yl-ethanol), FC(C1=CC=C2C(=CC=NC2=C1)NC1=C(C(=O)OC)C=C(C=C1)F)(F)F (methyl 2-(7-trifluoromethyl-4-quinolinylamino)-5-fluoro-benzoate). Yields the product FC(C1=CC=C2C(=CC=NC2=C1)NC1=C(C(=O)OCCN2CCN(CC2)C2=CC(=CC=C2)C(F)(F)F)C=C(C=C1)F)(F)F (2-[4-(3-trifluoromethylphenyl)-piperazin-1-yl]-ethyl 2-(7-trifluoromethyl-4-quinolinylamino)-5-fluoro-benzoate). Isolated yield 76.8%. Reaction SMILES: [F:1][C:2]([F:19])([F:18])[C:3]1[CH:4]=[C:5]([N:9]2[CH2:14][CH2:13][N:12]([CH:15](O)[CH3:16])[CH2:11][CH2:10]2)[CH:6]=[CH:7][CH:8]=1.[F:20][C:21]([F:45])([F:44])[C:22]1[CH:31]=[C:30]2[C:25]([C:26]([NH:32][C:33]3[CH:42]=[CH:41][C:40]([F:43])=[CH:39][C:34]=3[C:35]([O:37]C)=[O:36])=[CH:27][CH:28]=[N:29]2)=[CH:24][CH:23]=1>>[F:45][C:21]([F:20])([F:44])[C:22]1[CH:31]=[C:30]2[C:25]([C:26]([NH:32][C:33]3[CH:42]=[CH:41][C:40]([F:43])=[CH:39][C:34]=3[C:35]([O:37][CH2:16][CH2:15][N:12]3[CH2:13][CH2:14][N:9]([C:5]4[CH:6]=[CH:7][CH:8]=[C:3]([C:2]([F:19])([F:18])[F:1])[CH:4]=4)[CH2:10][CH2:11]3)=[O:36])=[CH:27][CH:28]=[N:29]2)=[CH:24][CH:23]=1. Procedure: Using the procedure of Step B of Example 7, 6.57 g of 4-(3-trifluoromethylphenyl)-piperazin-1-yl-ethanol and 9.19 g of methyl 2-(7-trifluoromethyl-4-quinolinylamino)-5-fluoro-benzoate were reacted to obtain 12.72 g of raw product which was chromatographed over silica gel. Elution with 95-5 methylene chloride-methanol mixture yielded 11.16 g of 2-[4-(3-trifluoromethylphenyl)-piperazin-1-yl]-ethyl 2-(7-trifluoromethyl-4-quinolinylamino)-5-fluoro-benzoate. The said product was dissolved in 25 ml of... The reactants are O (water), [H-].[Al+3].[Li+].[H-].[H-].[H-] (lithium aluminum hydride), C(C1=CC=CC=C1)N1CCC(CC1)CC(C(=O)OCC)(C)C (ethyl 3-(1-benzylpiperidin-4-yl)-2,2-dimethylpropanoate). Solvent: O1CCCC1 (tetrahydrofuran), O1CCCC1 (tetrahydrofuran). Conditions: time 30 minute. The product is C(C1=CC=CC=C1)N1CCC(CC1)CC(CO)(C)C (3-(1-benzylpiperidin-4-yl)-2,2-dimethylpropanol). The yield is 102.6%. Reaction SMILES: [H-].[Al+3].[Li+].[H-].[H-].[H-].[CH2:7]([N:14]1[CH2:19][CH2:18][CH:17]([CH2:20][C:21]([CH3:28])([CH3:27])[C:22](OCC)=[O:23])[CH2:16][CH2:15]1)[C:8]1[CH:13]=[CH:12][CH:11]=[CH:10][CH:9]=1.O>O1CCCC1>[CH2:7]([N:14]1[CH2:19][CH2:18][CH:17]([CH2:20][C:21]([CH3:28])([CH3:27])[CH2:22][OH:23])[CH2:16][CH2:15]1)[C:8]1[CH:13]=[CH:12][CH:11]=[CH:10][CH:9]=1 |f:0.1.2.3.4.5|. Procedure: Into a solution of 2.7 g of lithium aluminum hydride in tetrahydrofuran (200 ml) was slowly dropped at 0° C. a solution of 21.5 g of ethyl 3-(1-benzylpiperidin-4-yl)-2,2-dimethylpropanoate in tetrahydrofuran (20 ml) and the resulting mixture was stirred at room temperature for 30 minutes. After adding water and a 10% aqueous solution of sodium hydroxide to the reaction mixture, the insoluble matters were filtered off. After distilling off the solvent under reduced pressure, 19 g of crude 3-(1-be... The reactants are CSc1ccc(-c2cnc(N)cn2)c(C)c1, O=N[O-], [Na+], [Na+], [OH-], O, O=S(=O)(O)O. Yields the product CSc1ccc(-c2cnc(O)cn2)c(C)c1. As a reaction SMILES: [CH3:5][c:6]1[c:7](-[c:14]2[n:15][cH:16][c:17]([NH2:20])[n:18][cH:19]2)[cH:8][cH:9][c:10]([S:12][CH3:13])[cH:11]1.[N:1]([O-:2])=[O:3].[Na+:23].[Na+:4].[OH-:22].[OH2:21].[S:24](=[O:25])(=[O:26])([OH:27])[OH:28]>>[CH3:5][c:6]1[c:7](-[c:14]2[n:15][cH:16][c:17]([OH:21])[n:18][cH:19]2)[cH:8][cH:9][c:10]([S:12][CH3:13])[cH:11]1. Starting materials: N-Aryl-benzenesulfonamides, NC1=C(C=C(C=C1)Br)C(=O)C1=CC=NC=C1 ((2-Amino-5-bromo-phenyl)-pyridin-4-yl-methanone), C(C)C1=CC=C(C=C1)S(=O)(=O)Cl (4-ethyl-benzenesulfonyl chloride). The product is BrC1=CC(=C(C=C1)NS(=O)(=O)C1=CC=C(C=C1)CC)C(=O)C1=CC=NC=C1 (N-[4-Bromo-2-(pyridine-4-carbonyl)-phenyl]4-ethyl-benzenesulfonamide). Reaction SMILES: [NH2:1][C:2]1[CH:7]=[CH:6][C:5]([Br:8])=[CH:4][C:3]=1[C:9]([C:11]1[CH:16]=[CH:15][N:14]=[CH:13][CH:12]=1)=[O:10].[CH2:17]([C:19]1[CH:24]=[CH:23][C:22]([S:25](Cl)(=[O:27])=[O:26])=[CH:21][CH:20]=1)[CH3:18]>>[Br:8][C:5]1[CH:6]=[CH:7][C:2]([NH:1][S:25]([C:22]2[CH:23]=[CH:24][C:19]([CH2:17][CH3:18])=[CH:20][CH:21]=2)(=[O:27])=[O:26])=[C:3]([C:9]([C:11]2[CH:16]=[CH:15][N:14]=[CH:13][CH:12]=2)=[O:10])[CH:4]=1. Procedure: The title compound was prepared according to the general procedure for the synthesis of N-Aryl-benzenesulfonamides previously described using 138 mg of (2-Amino-5-bromo-phenyl)-pyridin-4-yl-methanone and 102 mg of 4-ethyl-benzenesulfonyl chloride. 1H-NMR (400 MHz, CDCl3): δ 1.19 (t, 3H, J=7.6 Hz), 2.62 (q, 2H, J=7.6 Hz), 7.20 (d, 2H, J=8.8 Hz, 7.38 (m, 3H), 7.65-7.72 (m, 4H), 8.81 (d, 2H, 6.4 Hz), 10.06 (s,1H). MS: m/z 446.0 (M++1). Reactants: C[C@H]([C@H]1[C@@H](O1)C[C@H]2CO[C@H]([C@@H]([C@@H]2O)O)C/C(=C/C(=O)OCCCCCCCCC(=O)O)/C)[C@H](C)O (Pseudomonic acid A), C1(=CC=C(C=C1)S(=O)(=O)O)C (p-toluene sulphonic acid), C([O-])(O)=O.[K+] (potassium bicarbonate), [Se-]C#N.[K+] (potassium selenocyanate), C(CCC(C)C)O.O (iso-hexylalcohol water). The solvent is C(C)(=O)OCC (ethyl acetate), COC(C)(C)OC (2,2-dimethyoxypropane). Run at time 1 hour. Product: C[C@H](/C=C/C[C@H]1CO[C@H]([C@@H]([C@@H]1O)O)C/C(=C/C(=O)OCCCCCCCCC(=O)O)/C)[C@H](C)O (pseudomonic acid C). The yield is 44.4%. As a reaction SMILES: [CH3:1][C@@H:2]([C@@H:33]([OH:35])[CH3:34])[C@@H:3]1O[C@H:4]1[CH2:6][C@@H:7]1[C@@H:12]([OH:13])[C@@H:11]([OH:14])[C@H:10]([CH2:15]/[C:16](/[CH3:32])=[CH:17]/[C:18]([O:20][CH2:21][CH2:22][CH2:23][CH2:24][CH2:25][CH2:26][CH2:27][CH2:28][C:29]([OH:31])=[O:30])=[O:19])[O:9][CH2:8]1.C1(C)C=CC(S(O)(=O)=O)=CC=1.C(=O)(O)[O-].[K+].[Se-]C#N.[K+].C(O)CCC(C)C.O>COC(OC)(C)C.C(OCC)(=O)C>[CH3:1][C@@H:2]([C@@H:33]([OH:35])[CH3:34])/[CH:3]=[CH:4]/[CH2:6][C@@H:7]1[C@@H:12]([OH:13])[C@@H:11]([OH:14])[C@H:10]([CH2:15]/[C:16](/[CH3:32])=[CH:17]/[C:18]([O:20][CH2:21][CH2:22][CH2:23][CH2:24][CH2:25][CH2:26][CH2:27][CH2:28][C:29]([OH:31])=[O:30])=[O:19])[O:9][CH2:8]1 |f:2.3,4.5,6.7|. Procedure: Pseudomonic acid A (500 mgs) was dissolved in 2,2-dimethyoxypropane (50 ml) and treated with p-toluene sulphonic acid (few crystals). After 1 hour the solution was diluted with ethyl acetate, washed with brine and dried (MgSO4). The solution was evaporated in vacuo and the residue redissolved in water-methanol (1:1, 20 ml) and potassium bicarbonate (100 mgs, 1 eq) added. The solvents were removed in vacuo and potassium selenocyanate (432 mgs, 3 eq) and iso-hexylalcohol-water (9:1, 15 ml) added a... Starting materials: CCO, O=C1C2CCCC1CCC2, [Cl-], Cl, N, [NH4+], N#C[Na], O. Yields the product N#CC1(N)C2CCCC1CCC2. As a reaction SMILES: [CH3:18][CH2:19][OH:20].[CH:7]12[CH2:8][CH2:9][CH2:10][CH:11]([CH2:12][CH2:13][CH2:14]1)[C:15]2=[O:16].[Cl-:5].[ClH:17].[NH3:4].[NH4+:6].[Na:1][C:2]#[N:3].[OH2:21]>>[C:2](#[N:3])[C:15]1([NH2:4])[CH:7]2[CH2:8][CH2:9][CH2:10][CH:11]1[CH2:12][CH2:13][CH2:14]2. Starting materials: C1(CC1)C=1C(=C(SC1)NC(=O)OC(C)(C)C)NC(=O)OC(C)(C)C (di-t-butyl 4-cyclopropylthiophene-2,3-dicarbamate), C(C(=O)OCC)(=O)OCC (diethyl oxalate). Solvent: C(C)(=O)O (acetic acid). Product: C1(CC1)C1=CSC=2NC(C(NC21)=O)=O (7-Cyclopropylthieno(2,3-b)pyrazine-2,3(1H,4H)-dione). The yield is 47.0%. Reaction SMILES: [CH:1]1([C:4]2[C:5]([NH:17][C:18]([O:20]C(C)(C)C)=O)=[C:6]([NH:9][C:10](OC(C)(C)C)=[O:11])[S:7][CH:8]=2)[CH2:3][CH2:2]1.C(OCC)(=O)C(OCC)=O>C(O)(=O)C>[CH:1]1([C:4]2[C:5]3[NH:17][C:18](=[O:20])[C:10](=[O:11])[NH:9][C:6]=3[S:7][CH:8]=2)[CH2:3][CH2:2]1. Procedure details: A mixture of di-t-butyl 4-cyclopropylthiophene-2,3-dicarbamate (1.66 g, 4.7 mmol), diethyl oxalate (20 ml, 146 mmol) and glacial acetic acid (20 ml) was refluxed for 12 h. The mixture was concentrated in vacuo and the residue recrystallized from glacial acetic acid to afford 460 mg (72%) of the title compound. M.p.>250° C. 1H-NMR (DMSO-d6, δ): 0.6 (m, 2H), 0.85 (m, 2H), 2.0 (m, 1H), 6.55 (s, 1H), 12.0 (s, 1H), 12.2 (s, 1H). The reactants are ClC1=NC=CC(=N1)Cl (2,4-Dichloropyrimidine), BrC1=C(N)C=CC(=C1)C (2-bromo-4-methylaniline), C(C)(C)N(CC)C(C)C (di-isopropylethylamine). Run in C(CCC)O (n-butanol). Conditions: temperature 120 celsius. Yields the product CCCC(C)C (isohexane), ClC1=NC=CC(=N1)NC1=C(C=C(C=C1)C)Br (2-Chloro-4-(2-bromo-4-methylanilino)pyrimidine). As a reaction SMILES: [Cl:1][C:2]1[N:7]=[C:6](Cl)[CH:5]=[CH:4][N:3]=1.[Br:9][C:10]1[CH:16]=[C:15]([CH3:17])[CH:14]=[CH:13][C:11]=1[NH2:12].C(N(C(C)C)CC)(C)C>C(O)CCC>[CH3:11][CH2:13][CH2:14][CH:15]([CH3:17])[CH3:16].[Cl:1][C:2]1[N:7]=[C:6]([NH:12][C:11]2[CH:13]=[CH:14][C:15]([CH3:17])=[CH:16][C:10]=2[Br:9])[CH:5]=[CH:4][N:3]=1. Reported procedure: 2,4-Dichloropyrimidine (1 g, 6.71 mmol), 2-bromo-4-methylaniline (1.25 g, 6.71 mmol) and di-isopropylethylamine (1.29 ml, 7.38 mmol) were dissolved in n-butanol (5 ml). The reaction mixture was heated at 120° C. for 12 hours, cooled and evaporated onto silica (5 ml). The residue was purified by column chromatography and eluted with EtOAc (30%):isohexane to give the title product as a solid on evaporation (1.01 g). NMR (300 MHz): 2.31 (s, 3H), 6.50 (d, 1H), 7.22 (dd, 1H), 7.36 (d, 1H), 7.55 (s, 1...